This data is from the Open Reaction Database (ORD), a public repository of structured organic reaction records. The task is: describe an organic reaction: reactants, conditions, products, and yield Reactants: FC=1C=C(C=CC1)B(O)O (3-fluorophenylboronic acid), N1N=C(N=C1)C(=O)OC (methyl 1,2,4-triazole-3-carboxylate), ClC=1C=C(C=CC1)N1N=C(N=C1)C(=O)O (1-(3-chloro-phenyl)-1H-[1,2,4]-triazole-3-carboxylic acid). Reaction SMILES: [F:1][C:2]1[CH:3]=[C:4](B(O)O)[CH:5]=[CH:6][CH:7]=1.[NH:11]1[CH:15]=[N:14][C:13]([C:16]([O:18]C)=[O:17])=[N:12]1.ClC1C=C(N2C=NC(C(O)=O)=N2)C=CC=1>>[F:1][C:2]1[CH:3]=[C:4]([N:11]2[CH:15]=[N:14][C:13]([C:16]([OH:18])=[O:17])=[N:12]2)[CH:5]=[CH:6][CH:7]=1. Yields the product FC=1C=C(C=CC1)N1N=C(N=C1)C(=O)O (1-(3-Fluoro-phenyl)-1H-[1,2,4]-triazole-3-carboxylic acid). Procedure details: This intermediate was prepared from 3-fluorophenylboronic acid and methyl 1,2,4-triazole-3-carboxylate in two steps according to the preparation of 1-(3-chloro-phenyl)-1H-[1,2,4]-triazole-3-carboxylic acid.